The task is: describe an organic reaction: reactants, conditions, products, and yield. This data is from the Open Reaction Database (ORD), a public repository of structured organic reaction records. Starting materials: 11-ethyl-3-hydroxy-5-methyl-3-(3,4,5-trimethoxybenzyl)indolin-2-one, C(C1=CC=CC=C1)(=O)OC1C(N(C2=CC=C(C=C12)C)CCC)=O (5-methyl-2-oxo-1-propylindolin-3-yl benzoate), COC=1C=C(CCl)C=CC1 (3-methoxy benzyl chloride). The product is OC1(C(N(C2=CC=C(C=C12)C)CCC)=O)CC1=CC(=CC=C1)OC (3-hydroxy-3-(3-methoxybenzyl)-5-methyl-1-propylindolin-2-one). Reaction SMILES: C([O:9][CH:10]1[C:18]2[C:13](=[CH:14][CH:15]=[C:16]([CH3:19])[CH:17]=2)[N:12]([CH2:20][CH2:21][CH3:22])[C:11]1=[O:23])(=O)C1C=CC=CC=1.[CH3:24][O:25][C:26]1[CH:27]=[C:28]([CH:31]=[CH:32][CH:33]=1)[CH2:29]Cl>>[OH:9][C:10]1([CH2:29][C:28]2[CH:31]=[CH:32][CH:33]=[C:26]([O:25][CH3:24])[CH:27]=2)[C:18]2[C:13](=[CH:14][CH:15]=[C:16]([CH3:19])[CH:17]=2)[N:12]([CH2:20][CH2:21][CH3:22])[C:11]1=[O:23]. Reported procedure: This compound was made in an analogous fashion to 11-ethyl-3-hydroxy-5-methyl-3-(3,4,5-trimethoxybenzyl)indolin-2-one using 5-methyl-2-oxo-1-propylindolin-3-yl benzoate and 3-methoxy benzyl chloride (purchased from Fisher Scientific). 1H NMR δ 7.12 (s, 1H), 7.04 (m, 2H), 6.69 (d, 1H), 6.55 (t, 2H), 6.43 (s, 1H), 3.61 (m, 4H), 3.29 (m, 2H), 3.16 (d, 1H), 2.89 (bs, OH), 2.32 (s, 3H), 1.39 (m, 2H), 0.74 (t, 3H). Calculated mass for C20H23NO3, 325.17. Observed 348.1 (M+Na). Reactants: BrC=1C=CC(=NC1)OCC(F)(F)F (5-bromo-2-(2,2,2-trifluoroethoxy)pyridine), C(=O)([O-])[O-].[Na+].[Na+] (Na2CO3), [Si](C)(C)(C(C)(C)C)OCC=1C=C(C(=NC1)F)B(O)O (5-((tert-Butyldimethylsilyloxy)methyl)-2-fluoropyridin-3-ylboronic acid). The reagents and catalysts are C=1C=CC(=CC1)[P](C=2C=CC=CC2)(C=3C=CC=CC3)[Pd]([P](C=4C=CC=CC4)(C=5C=CC=CC5)C=6C=CC=CC6)([P](C=7C=CC=CC7)(C=8C=CC=CC8)C=9C=CC=CC9)[P](C=1C=CC=CC1)(C=1C=CC=CC1)C=1C=CC=CC1 (Pd(PPh3)4). The solvent is COCCOC.O (DME H2O). Reaction conditions: temperature 80 celsius, time 8 hour. Yields the product [Si](C)(C)(C(C)(C)C)OCC=1C=C(C(=NC1)F)C=1C=NC(=CC1)OCC(F)(F)F (5-((tert-butyldimethylsilyloxy)methyl)-2-fluoro-3-(6-(2,2,2-trifluoroethoxy)pyridin-3-yl)pyridine). As a reaction SMILES: [Si:1]([O:8][CH2:9][C:10]1[CH:11]=[C:12](B(O)O)[C:13]([F:16])=[N:14][CH:15]=1)([C:4]([CH3:7])([CH3:6])[CH3:5])([CH3:3])[CH3:2].Br[C:21]1[CH:22]=[CH:23][C:24]([O:27][CH2:28][C:29]([F:32])([F:31])[F:30])=[N:25][CH:26]=1.C([O-])([O-])=O.[Na+].[Na+]>C1C=CC([P]([Pd]([P](C2C=CC=CC=2)(C2C=CC=CC=2)C2C=CC=CC=2)([P](C2C=CC=CC=2)(C2C=CC=CC=2)C2C=CC=CC=2)[P](C2C=CC=CC=2)(C2C=CC=CC=2)C2C=CC=CC=2)(C2C=CC=CC=2)C2C=CC=CC=2)=CC=1.COCCOC.O>[Si:1]([O:8][CH2:9][C:10]1[CH:11]=[C:12]([C:21]2[CH:26]=[N:25][C:24]([O:27][CH2:28][C:29]([F:31])([F:32])[F:30])=[CH:23][CH:22]=2)[C:13]([F:16])=[N:14][CH:15]=1)([C:4]([CH3:7])([CH3:6])[CH3:5])([CH3:3])[CH3:2] |f:2.3.4,6.7,^1:42,44,63,82|. Reported procedure: 5-((tert-Butyldimethylsilyloxy)methyl)-2-fluoropyridin-3-ylboronic acid (0.400 g, 1.40 mmol) was placed into a flask with a mixture of DME/H2O (6 mL/2 mL). To the reaction mixture was added 5-bromo-2-(2,2,2-trifluoroethoxy)pyridine (0.358 g, 1.40 mmol), Na2CO3 (1.87 g, 17.6 mmol), and Pd(PPh3)4 (0.081 g, 0.07 mmol) and the reaction was allowed to stir at 80° C. overnight. The reaction was cooled to rt and concentrated. A solution of saturated NaHCO3 (5 mL) was added, and then this mixture was ex... The product is CCC(CC)(C(N)=O)c1ccccc1OCc1ccccc1. As a reaction SMILES: [Br:22][CH2:23][c:24]1[cH:25][cH:26][cH:27][cH:28][cH:29]1.[C:16](=[O:17])([O-:18])[O-:19].[CH2:1]([CH3:2])[C:3]([C:4](=[O:5])[NH2:6])([c:7]1[c:8]([OH:13])[cH:9][cH:10][cH:11][cH:12]1)[CH2:14][CH3:15].[K+:20].[K+:21].[O:30]=[CH:31][N:32]([CH3:33])[CH3:34].[OH2:35]>>[CH2:1]([CH3:2])[C:3]([C:4](=[O:5])[NH2:6])([c:7]1[c:8]([O:13][CH2:23][c:24]2[cH:25][cH:26][cH:27][cH:28][cH:29]2)[cH:9][cH:10][cH:11][cH:12]1)[CH2:14][CH3:15]. Reactants: BrCc1ccccc1, O=C([O-])[O-], CCC(CC)(C(N)=O)c1ccccc1O, [K+], [K+], CN(C)C=O, O. Starting materials: O=c1[nH]ccc2ccc(Br)cc12, ClC(Cl)Cl, [Na+], O, O=C([O-])O, O=P(Cl)(Cl)Cl. Yields the product Clc1nccc2ccc(Br)cc12. RXN SMILES: [Br:1][c:2]1[cH:3][cH:4][c:5]2[cH:6][cH:7][nH:8][c:9](=[O:12])[c:10]2[cH:11]1.[CH:18]([Cl:19])([Cl:20])[Cl:21].[Na+:22].[OH2:27].[OH:23][C:24](=[O:25])[O-:26].[P:13]([Cl:14])([Cl:15])([Cl:16])=[O:17]>>[Br:1][c:2]1[cH:3][cH:4][c:5]2[cH:6][cH:7][n:8][c:9]([Cl:15])[c:10]2[cH:11]1. The reactants are ClC1=C(N)C=CC(=C1)OC1=NC=NC2=CC(=C(C=C12)OC)OC (2-Chloro-4-[(6,7-dimethoxy-4-quinazolinyl)oxy]-aniline), ClC(Cl)(OC(OC(Cl)(Cl)Cl)=O)Cl (triphosgene), C([O-])(O)=O.[Na+] (sodium bicarbonate), CCCCC(CCCC)O (5-nonanol). The solvent is C(C)N(CC)CC (triethylamine), C1(=CC=CC=C1)C (toluene), C(Cl)Cl (methylene chloride). The product is ClC1=C(C=CC(=C1)OC1=NC=NC2=CC(=C(C=C12)OC)OC)NC(OC(CCCC)CCCC)=O (1-Butylpentyl N-{2-chloro-4-[(6,7-dimethoxy-4-quinazolinyl)oxy]phenyl}carbamate). Isolated yield 55.5%. Reaction SMILES: [Cl:1][C:2]1[CH:8]=[C:7]([O:9][C:10]2[C:19]3[C:14](=[CH:15][C:16]([O:22][CH3:23])=[C:17]([O:20][CH3:21])[CH:18]=3)[N:13]=[CH:12][N:11]=2)[CH:6]=[CH:5][C:3]=1[NH2:4].Cl[C:25](Cl)([O:27]C(=O)OC(Cl)(Cl)Cl)Cl.[CH3:36][CH2:37][CH2:38][CH2:39][CH:40]([OH:45])[CH2:41][CH2:42][CH2:43][CH3:44].C(=O)(O)[O-].[Na+]>C(Cl)Cl.C(N(CC)CC)C.C1(C)C=CC=CC=1>[Cl:1][C:2]1[CH:8]=[C:7]([O:9][C:10]2[C:19]3[C:14](=[CH:15][C:16]([O:22][CH3:23])=[C:17]([O:20][CH3:21])[CH:18]=3)[N:13]=[CH:12][N:11]=2)[CH:6]=[CH:5][C:3]=1[NH:4][C:25](=[O:27])[O:45][CH:40]([CH2:41][CH2:42][CH2:43][CH3:44])[CH2:39][CH2:38][CH2:37][CH3:36] |f:3.4|. Reported procedure: 2-Chloro-4-[(6,7-dimethoxy-4-quinazolinyl)oxy]-aniline (50 mg) was added to toluene (5 ml), and triethylamine (0.5 ml), and the mixture was heated under reflux to prepare a solution. A solution of triphosgene (68 mg) in methylene chloride was then added thereto, and the mixture was heated under reflux for 10 min. Next, 5-nonanol (33 mg) was added thereto, and the mixture was further stirred with heating under reflux for 3 hr. A saturated aqueous sodium bicarbonate solution was added to stop the ... Starting materials: O=C([O-])O, CC1(C)C2CCC1(CS(=O)(=O)O)C(=O)C2, C1=COCCC1, CCOC(C)=O, Clc1ncnc2[nH]ncc12, [Na+]. The product is Clc1ncnc2c1cnn2C1CCCCO1. Reaction SMILES: [C:32](=[O:33])([OH:34])[O-:35].[C:7]12([CH2:8][S:9]([OH:10])(=[O:11])=[O:12])[C:13]([CH3:14])([CH3:15])[CH:16]([CH2:17][CH2:18]1)[CH2:19][C:20]2=[O:21].[CH2:1]1[CH2:2][O:3][CH:4]=[CH:5][CH2:6]1.[CH3:37][CH2:38][O:39][C:40](=[O:41])[CH3:42].[Cl:22][c:23]1[c:24]2[c:25]([n:26][cH:27][n:28]1)[nH:29][n:30][cH:31]2.[Na+:36]>>[CH2:1]1[CH2:2][O:3][CH:4]([n:29]2[c:25]3[c:24]([c:23]([Cl:22])[n:28][cH:27][n:26]3)[cH:31][n:30]2)[CH2:5][CH2:6]1.